Dataset: the Open Reaction Database (ORD), a public repository of structured organic reaction records. Task: describe an organic reaction: reactants, conditions, products, and yield Reactants: C(CCC)O (1 butanol), [Zr] (zirconium), O (water). The solvent is CC(C)O (2-propanol), C(CC)O (n-propanol), C(CC)O (n-propanol). The product is CCCC[O-].CCCC[O-].CCCC[O-].CCCC[O-].[Zr+4] (Zirconium n-butoxide). Reaction conditions: time 2 minute. RXN SMILES: [CH2:1]([OH:5])[CH2:2][CH2:3][CH3:4].[Zr:6].O>C(O)CC.CC(O)C>[CH3:4][CH2:3][CH2:2][CH2:1][O-:5].[CH3:4][CH2:3][CH2:2][CH2:1][O-:5].[CH3:4][CH2:3][CH2:2][CH2:1][O-:5].[CH3:4][CH2:3][CH2:2][CH2:1][O-:5].[Zr+4:6] |f:5.6.7.8.9|. Procedure details: 1 butanol (171.6 gm) was mixed with 125 ml of n-propanol and placed in a one liter, three-neck round-bottom flask under nitrogen atmosphere. The concentration of zirconium was 0.95 molar. A solution of 28.8 ml of deionized water in 125 ml of n-propanol was added through an addition funnel under nitrogen atmosphere to the solution in the flask with rapid stirring for two minutes. The stirring was stopped, and the mixture was left to stand for three hours. The mixture was then centrifuged, and the... The reactants are [H-].[Na+] (sodium hydride), OC=1C=CC(=C(C(C2=CC=CC=C2)NC(=O)CC2=CC=C(C(=O)OCC)C=C2)C1)N1CCCCC1 (ethyl 4-[N-(5-hydroxy-α-phenyl-2-piperidino-benzyl)-aminocarbonylmethyl]-benzoate), CI (methyl iodide). Run in CN(C=O)C (dimethylformamide). Reaction conditions: time 30 minute. Product: COC=1C=CC(=C(C(C2=CC=CC=C2)NC(=O)CC2=CC=C(C(=O)OCC)C=C2)C1)N1CCCCC1 (Ethyl 4-[N-(5-methoxy-α-phenyl-2-piperidino-benzyl)-aminocarbonyl-methyl]-benzoate). RXN SMILES: [OH:1][C:2]1[CH:3]=[CH:4][C:5]([N:30]2[CH2:35][CH2:34][CH2:33][CH2:32][CH2:31]2)=[C:6]([CH:29]=1)[CH:7]([NH:14][C:15]([CH2:17][C:18]1[CH:28]=[CH:27][C:21]([C:22]([O:24][CH2:25][CH3:26])=[O:23])=[CH:20][CH:19]=1)=[O:16])[C:8]1[CH:13]=[CH:12][CH:11]=[CH:10][CH:9]=1.[H-].[Na+].[CH3:38]I>CN(C)C=O>[CH3:38][O:1][C:2]1[CH:3]=[CH:4][C:5]([N:30]2[CH2:31][CH2:32][CH2:33][CH2:34][CH2:35]2)=[C:6]([CH:29]=1)[CH:7]([NH:14][C:15]([CH2:17][C:18]1[CH:28]=[CH:27][C:21]([C:22]([O:24][CH2:25][CH3:26])=[O:23])=[CH:20][CH:19]=1)=[O:16])[C:8]1[CH:9]=[CH:10][CH:11]=[CH:12][CH:13]=1 |f:1.2|. Reported procedure: Four hundred seventy-two milligrams (1 m mol) of ethyl 4-[N-(5-hydroxy-α-phenyl-2-piperidino-benzyl)-aminocarbonylmethyl]-benzoate were dissolved in 25 ml of absolute dimethylformamide. After addition of 50 g of 50% sodium hydride, the mixture was stirred for 30 minutes. Then, 0.5 gm of methyl iodide were added dropwise, and the resulting mixture was stirred overnight. To work the mixture up, it was poured onto ice-water and extracted with methylene chloride. The concentrated extracts were purif... Reactants: OC1=C2C=CC=NC2=C(C=C1OC)[N+](=O)[O-] (5-hydroxy-6-methoxy-8-nitroquinoline), C(CCCCCCC)Br (n-octylbromide), CN(P(N(C)C)(N(C)C)=O)C (hexamethylphosphoric triamide), C1C(C)O1 (propylene oxide). Run in C(C)N(CC)CC (triethylamine). The product is COC=1C(=C2C=CC=NC2=C(C1)[N+](=O)[O-])OCCCCCCCC (6-Methoxy-8-nitro-5-(n-octoxy)quinoline). Isolated yield 80.2%. As a reaction SMILES: [OH:1][C:2]1[C:11]([O:12][CH3:13])=[CH:10][C:9]([N+:14]([O-:16])=[O:15])=[C:8]2[C:3]=1[CH:4]=[CH:5][CH:6]=[N:7]2.[CH2:17](Br)[CH2:18][CH2:19][CH2:20][CH2:21][CH2:22][CH2:23][CH3:24].CN(C)P(=O)(N(C)C)N(C)C.C1OC1C>C(N(CC)CC)C>[CH3:13][O:12][C:11]1[C:2]([O:1][CH2:17][CH2:18][CH2:19][CH2:20][CH2:21][CH2:22][CH2:23][CH3:24])=[C:3]2[C:8](=[C:9]([N+:14]([O-:16])=[O:15])[CH:10]=1)[N:7]=[CH:6][CH:5]=[CH:4]2. Procedure details: A stirred mixture of 5-hydroxy-6-methoxy-8-nitroquinoline, (6.6 g, 0.03 mole), n-octylbromide (6.7 g, 0.035 mole) and hexamethylphosphoric triamide (10 ml) was maintained at 125°-130°, under N2, while a mixture of triethylamine (1 ml) and propylene oxide (6 ml) was added in small portions during 3 hr. The mixture was cooled and extracted with petroleum ether (bp 20°-40°) (3×100 ml). The extracts were discarded. The petroleum ether-insoluble, semi-solid residue was dissolved in 300 ml of diethyl ... Reactants: O=C1OC(=O)c2ccccc21, [Li]CCCC, C1CCOC1, Cc1cscn1. Yields the product Cc1csc(C(=O)c2ccccc2C(=O)O)n1. RXN SMILES: [C:12]1(=[O:22])[O:13][C:14](=[O:21])[c:15]2[cH:16][cH:17][cH:18][cH:19][c:20]21.[CH2:1]([Li:2])[CH2:3][CH2:4][CH3:5].[CH2:23]1[O:24][CH2:25][CH2:26][CH2:27]1.[CH3:6][c:7]1[cH:8][s:9][cH:10][n:11]1>>[CH3:6][c:7]1[cH:8][s:9][c:10]([C:14]([c:15]2[cH:16][cH:17][cH:18][cH:19][c:20]2[C:12](=[O:13])[OH:22])=[O:21])[n:11]1. Starting materials: COC(CC(S(=O)(=O)C1=CC=C(C=C1)C)C1=NC(=CC=C1[N+](=O)[O-])Br)=O (3-(6-bromo-3-nitro-pyridin-2-yl)-3-(toluene-4-sulfonyl)-propionic acid methyl ester), N1=CC(=CC=C1)B(O)O (3-pyridine boronic acid). The product is N1=CC(=CC=C1)C=1N=C2CCC(NC2=CC1)=O (6-Pyridin-3-yl-3,4-dihydro-1H-[1,5]naphthyridin-2-one). As a reaction SMILES: CO[C:3](=[O:26])[CH2:4][CH:5]([C:16]1[C:21]([N+:22]([O-])=O)=[CH:20][CH:19]=[C:18](Br)[N:17]=1)S(C1C=CC(C)=CC=1)(=O)=O.[N:27]1[CH:32]=[CH:31][CH:30]=[C:29](B(O)O)[CH:28]=1>>[N:27]1[CH:32]=[CH:31][CH:30]=[C:29]([C:18]2[N:17]=[C:16]3[C:21](=[CH:20][CH:19]=2)[NH:22][C:3](=[O:26])[CH2:4][CH2:5]3)[CH:28]=1. Procedure: In analogy to the procedures described for the preparation of example 32 (steps [C] to [D]), the title compound was prepared using 3-(6-bromo-3-nitro-pyridin-2-yl)-3-(toluene-4-sulfonyl)-propionic acid methyl ester and 3-pyridine boronic acid as corresponding starting materials. MS: 226.1 (M+H+). Reactants: CC1C[C@H]2CN[C@@H]([C@H]2C1)CNC(=O)C1=C(N=C2SC=CN21)C (6-methyl-imidazo[2,1-b]thiazole-5-carboxylic acid-[(1S,2S,5R)-7-methyl-3-aza-bicyclo[3.3.0]oct-2-ylmethyl]-amide), FC=1C=C(C=CC1F)C1=C(N=C(S1)C)C(=O)O (5-(3,4-difluoro-phenyl)-2-methyl-thiazole-4-carboxylic acid). Product: FC=1C=C(C=CC1F)C1=C(N=C(S1)C)C(=O)N1[C@@H]([C@H]2CC(C[C@H]2C1)C)CNC(=O)C1=C(N=C2SC=CN21)C (6-Methyl-imidazo[2,1-b]thiazole-5-carboxylic acid-(1S,2S,5R)-{3-[5-(3,4-difluoro-phenyl)-2-methyl-thiazole-4-carbonyl]-7-methyl-3-aza-bicyclo[3.3.0]oct-2-ylmethyl}-amide). Reaction SMILES: [CH3:1][CH:2]1[CH2:9][C@H:8]2[C@H:4]([CH2:5][NH:6][C@@H:7]2[CH2:10][NH:11][C:12]([C:14]2[N:21]3[C:17]([S:18][CH:19]=[CH:20]3)=[N:16][C:15]=2[CH3:22])=[O:13])[CH2:3]1.[F:23][C:24]1[CH:25]=[C:26]([C:31]2[S:35][C:34]([CH3:36])=[N:33][C:32]=2[C:37](O)=[O:38])[CH:27]=[CH:28][C:29]=1[F:30]>>[F:23][C:24]1[CH:25]=[C:26]([C:31]2[S:35][C:34]([CH3:36])=[N:33][C:32]=2[C:37]([N:6]2[CH2:5][C@H:4]3[C@H:8]([CH2:9][CH:2]([CH3:1])[CH2:3]3)[C@H:7]2[CH2:10][NH:11][C:12]([C:14]2[N:21]3[C:17]([S:18][CH:19]=[CH:20]3)=[N:16][C:15]=2[CH3:22])=[O:13])=[O:38])[CH:27]=[CH:28][C:29]=1[F:30]. Procedure details: prepared by reaction of 6-methyl-imidazo[2,1-b]thiazole-5-carboxylic acid-[(1S,2S,5R)-7-methyl-3-aza-bicyclo[3.3.0]oct-2-ylmethyl]-amide with 5-(3,4-difluoro-phenyl)-2-methyl-thiazole-4-carboxylic acid. The reactants are Cl.CNC (dimethylamine hydrochloride), C([O-])([O-])=O.[Na+].[Na+] (Sodium carbonate), C(C)(=O)O[BH-](OC(C)=O)OC(C)=O.[Na+] (Sodium triacetoxyborohydride), C(C1=CC=CC=C1)N1CCC(CC1)=O (1-benzyl-4-piperidone). Solvent: ClC(C)Cl (dichloroethane), O (Water), C(C)(=O)O (acetic acid). The product is crude product, Cl.Cl.CN(C1CCN(CC1)CC1=CC=CC=C1)C (4-Dimethylamino-1-benzylpiperidine dihydrochloride). RXN SMILES: [CH2:1]([N:8]1[CH2:13][CH2:12][C:11](=O)[CH2:10][CH2:9]1)[C:2]1[CH:7]=[CH:6][CH:5]=[CH:4][CH:3]=1.[ClH:15].[CH3:16][NH:17][CH3:18].C(O[BH-](OC(=O)C)OC(=O)C)(=O)C.[Na+].C(=O)([O-])[O-].[Na+].[Na+]>ClC(Cl)C.O.C(O)(=O)C>[ClH:15].[ClH:15].[CH3:16][N:17]([CH3:18])[CH:11]1[CH2:12][CH2:13][N:8]([CH2:1][C:2]2[CH:7]=[CH:6][CH:5]=[CH:4][CH:3]=2)[CH2:9][CH2:10]1 |f:1.2,3.4,5.6.7,11.12.13|. Procedure details: After adding 1-benzyl-4-piperidone (20 ml) and acetic acid (6.15 ml) to a suspension of dimethylamine hydrochloride (11.0 g) in dichloroethane (300 ml), the mixture was stirred in an ice bath. Sodium triacetoxyborohydride (34.3 g) was added thereto, and after stirring in an ice bath for 20 minutes, the mixture was further stirred for 5.5 hours at room temperature. Water (200 ml) was then added to the reaction mixture. Sodium carbonate was further added thereto until the aqueous layer became weak...